Task: describe an organic reaction: reactants, conditions, products, and yield. Dataset: the Open Reaction Database (ORD), a public repository of structured organic reaction records Reactants: CCOC(=O)C(CC#N)(C(=O)OCC)C1CCOC1=O, CC(=O)O, [H][H], O=[Pt]=O. Product: CCOC(=O)C1(C(=O)OCC)CCNC(=O)C1CCO. RXN SMILES: [CH2:1]([CH3:2])[O:3][C:4]([C:5]([C:6](=[O:7])[O:8][CH2:9][CH3:10])([CH:11]1[CH2:12][CH2:13][O:14][C:15]1=[O:16])[CH2:17][C:18]#[N:19])=[O:20].[CH3:23][C:24](=[O:25])[OH:26].[H:21][H:22].[Pt:27](=[O:28])=[O:29]>>[CH2:1]([CH3:2])[O:3][C:4]([C:5]1([C:6](=[O:7])[O:8][CH2:9][CH3:10])[CH:11]([CH2:12][CH2:13][OH:14])[C:15](=[O:16])[NH:19][CH2:18][CH2:17]1)=[O:20]. Reactants: CCO, NN, COC(=O)c1nc(Br)cnc1N, O. Yields the product NNC(=O)c1nc(Br)cnc1N. Reaction SMILES: [CH3:16][CH2:17][OH:18].[NH2:14][NH2:15].[NH2:1][c:2]1[c:3]([C:9]([O:11][CH3:10])=[O:12])[n:4][c:5]([Br:8])[cH:6][n:7]1.[OH2:13]>>[NH2:1][c:2]1[c:3]([C:9](=[O:11])[NH:14][NH2:15])[n:4][c:5]([Br:8])[cH:6][n:7]1.